From a dataset of the Open Reaction Database (ORD), a public repository of structured organic reaction records. describe an organic reaction: reactants, conditions, products, and yield Starting materials: Cc1oc(-c2ccccc2)nc1CCOc1ccc(C=O)c2sccc12, COC(=O)C(Cl)OC, CN(C)C=O, c1ccc(P(c2ccccc2)c2ccccc2)cc1. Product: COC(=O)C(=Cc1ccc(OCCc2nc(-c3ccccc3)oc2C)c2ccsc12)OC. Reaction SMILES: [CH3:28][c:29]1[c:30]([CH2:40][CH2:41][O:42][c:43]2[cH:44][cH:45][c:46]([CH:52]=[O:53])[c:47]3[s:48][cH:49][cH:50][c:51]23)[n:31][c:32](-[c:34]2[cH:35][cH:36][cH:37][cH:38][cH:39]2)[o:33]1.[Cl:1][CH:2]([C:3](=[O:4])[O:5][CH3:6])[O:7][CH3:8].[O:54]=[CH:55][N:56]([CH3:57])[CH3:58].[c:9]1([P:10]([c:11]2[cH:12][cH:13][cH:14][cH:15][cH:16]2)[c:17]2[cH:18][cH:19][cH:20][cH:21][cH:22]2)[cH:23][cH:24][cH:25][cH:26][cH:27]1>>[C:2]([C:3](=[O:4])[O:5][CH3:6])([O:7][CH3:8])=[CH:52][c:46]1[cH:45][cH:44][c:43]([O:42][CH2:41][CH2:40][c:30]2[c:29]([CH3:28])[o:33][c:32](-[c:34]3[cH:35][cH:36][cH:37][cH:38][cH:39]3)[n:31]2)[c:51]2[c:47]1[s:48][cH:49][cH:50]2. Starting materials: C1CCOC1, CC(C)=C(Cl)N(C)C, Nc1c(Cl)ccc(C(=O)O)c1Cl, N. The product is NC(=O)c1ccc(Cl)c(N)c1Cl. As a reaction SMILES: [CH2:22]1[O:23][CH2:24][CH2:25][CH2:26]1.[Cl:1][C:2](=[C:5]([CH3:7])[CH3:8])[N:6]([CH3:3])[CH3:4].[NH2:9][c:10]1[c:11]([Cl:20])[c:12]([C:13](=[O:14])[OH:15])[cH:16][cH:17][c:18]1[Cl:19].[NH3:21]>>[NH2:6][C:13]([c:12]1[c:11]([Cl:20])[c:10]([NH2:9])[c:18]([Cl:19])[cH:17][cH:16]1)=[O:14].